This data is from the Open Reaction Database (ORD), a public repository of structured organic reaction records. The task is: describe an organic reaction: reactants, conditions, products, and yield The reactants are O=C([O-])[O-], CCOC(=O)C(C)(Cc1ccc(O)cc1)Oc1ccccc1, CCOC(C)=O, Cc1ccc(S(=O)(=O)OCCc2nc(C3CCCCC3)oc2C)cc1, [Cs+], [Cs+], CN(C)C=O. Product: CCOC(=O)C(C)(Cc1ccc(OCCc2nc(C3CCCCC3)oc2C)cc1)Oc1ccccc1. RXN SMILES: [C:48](=[O:49])([O-:50])[O-:51].[CH2:1]([CH3:2])[O:3][C:4]([C:5]([CH2:6][c:7]1[cH:8][cH:9][c:10]([OH:13])[cH:11][cH:12]1)([O:14][c:15]1[cH:16][cH:17][cH:18][cH:19][cH:20]1)[CH3:21])=[O:22].[CH3:59][CH2:60][O:61][C:62](=[O:63])[CH3:64].[CH:23]1([c:29]2[o:30][c:31]([CH3:47])[c:32]([CH2:34][CH2:35][O:36][S:37]([c:38]3[cH:39][cH:40][c:41]([CH3:42])[cH:43][cH:44]3)(=[O:45])=[O:46])[n:33]2)[CH2:24][CH2:25][CH2:26][CH2:27][CH2:28]1.[Cs+:52].[Cs+:53].[O:54]=[CH:55][N:56]([CH3:57])[CH3:58]>>[CH2:1]([CH3:2])[O:3][C:4]([C:5]([CH2:6][c:7]1[cH:8][cH:9][c:10]([O:13][CH2:35][CH2:34][c:32]2[c:31]([CH3:47])[o:30][c:29]([CH:23]3[CH2:24][CH2:25][CH2:26][CH2:27][CH2:28]3)[n:33]2)[cH:11][cH:12]1)([O:14][c:15]1[cH:16][cH:17][cH:18][cH:19][cH:20]1)[CH3:21])=[O:22]. Reactants: ClCCCS(=O)(=O)N1CCC(CC1)C1=CNC2=C(C=C(C=C12)C1=CC=CC=C1)C(=O)N (3-{1-[(3-chloropropyl)sulfonyl]-4-piperidinyl}-5-phenyl-1H-indole-7-carboxamide), C(C)C=1C=C(C=CC1)O (3-ethylphenol), C(=O)([O-])[O-].[K+].[K+] (K2CO3), [I-].[Na+] (sodium iodide). Solvent: CS(=O)C (DMSO). Run at temperature 80 celsius. Yields the product C(C)C=1C=C(C=CC1)OCCCS(=O)(=O)N1CCC(CC1)C1=CNC2=C(C=C(C=C12)C1=CC=CC=C1)C(=O)N (3-[1-({3-[(3-ethylphenyl)oxy]propyl}sulfonyl)-4-piperidinyl]-5-phenyl-1H-indole-7-carboxamide). Yield: 18.3%. RXN SMILES: Cl[CH2:2][CH2:3][CH2:4][S:5]([N:8]1[CH2:13][CH2:12][CH:11]([C:14]2[C:22]3[C:17](=[C:18]([C:29]([NH2:31])=[O:30])[CH:19]=[C:20]([C:23]4[CH:28]=[CH:27][CH:26]=[CH:25][CH:24]=4)[CH:21]=3)[NH:16][CH:15]=2)[CH2:10][CH2:9]1)(=[O:7])=[O:6].[CH2:32]([C:34]1[CH:35]=[C:36]([OH:40])[CH:37]=[CH:38][CH:39]=1)[CH3:33].C([O-])([O-])=O.[K+].[K+].[I-].[Na+]>CS(C)=O>[CH2:32]([C:34]1[CH:35]=[C:36]([O:40][CH2:2][CH2:3][CH2:4][S:5]([N:8]2[CH2:13][CH2:12][CH:11]([C:14]3[C:22]4[C:17](=[C:18]([C:29]([NH2:31])=[O:30])[CH:19]=[C:20]([C:23]5[CH:28]=[CH:27][CH:26]=[CH:25][CH:24]=5)[CH:21]=4)[NH:16][CH:15]=3)[CH2:10][CH2:9]2)(=[O:7])=[O:6])[CH:37]=[CH:38][CH:39]=1)[CH3:33] |f:2.3.4,5.6|. Procedure details: To a solution of 3-{1-[(3-chloropropyl)sulfonyl]-4-piperidinyl}-5-phenyl-1H-indole-7-carboxamide (23.0 mg, 0.05 mmol) in DMSO (1.0 mL), were added 3-ethylphenol (122.0 mg, 0.5 mmol), K2CO3 (35.0 mg, 0.25 mmol) and sodium iodide (1.0 mg). The reaction solution was heated to 80° C. overnight. After which time the reaction mixture was filtered and purified by reverse phase HPLC (water/CH3CN, 0.1% TFA 10-90%) to give the title compound (5 mg, 18%).